From a dataset of the Open Reaction Database (ORD), a public repository of structured organic reaction records. describe an organic reaction: reactants, conditions, products, and yield The reactants are C(CN)N (ethylenediamine), O.C1(=CC=CC=C1)C(=O)C=O (phenylglyoxal hydrate), [BH4-].[Na+] (sodium borohydride), resultant solution. Run in IMS, IMS, O (Water). Reaction conditions: time 15 minute. The product is C1(=CC=CC=C1)C1NCCNC1 (2-phenyl-piperazine). The yield is 58.6%. Reaction SMILES: [CH2:1]([NH2:4])[CH2:2][NH2:3].O.[C:6]1([C:12]([CH:14]=O)=O)[CH:11]=[CH:10][CH:9]=[CH:8][CH:7]=1.[BH4-].[Na+]>O>[C:6]1([CH:12]2[CH2:14][NH:4][CH2:1][CH2:2][NH:3]2)[CH:11]=[CH:10][CH:9]=[CH:8][CH:7]=1 |f:1.2,3.4|. Procedure: To a stirring solution of ethylenediamine (1.2 g, 20.0 mmol) in IMS (10 mL) was added a solution of phenylglyoxal hydrate (3.0 g, 20.0 mmol) in IMS (20 mL) dropwise. The resultant solution was stirred at room temperature for 3 hours and then sodium borohydride was added and the reaction mixture stirred over the weekend. Water (25 mL) was added and stirring continued for 15 minutes then the ethanol was removed by evaporation. A further amount of water (25 mL) was added and the solution was extrac... Reactants: Cl.Cl.ONC(=NCCSCC1=C(N=CN1)C)NC (N-Hydroxy-N'-methyl-N"-[2-((4-methyl-5-imidazolyl)methylthio)ethyl]guanidine dihydrochloride), C(C1=CC=CC=C1)ON (benzyloxyamine), Cl.Cl.Cl.ON(C(=NCCSCC1=C(N=CN1)C)N)CCSCC1=C(N=CN1)C (N-Hydroxy-N,N"-bis[2-((4-methyl-5-imidazolyl)methylthio)ethyl]guanidine trihydrochloride). Product: Cl.Cl.CNC(=NCCSCC1=C(N=CN1)C)NOCC1=CC=CC=C1 (N-Methyl-N'-benzyloxy-N"-[2-((4-methyl-5-imidazolyl)methylthio)ethyl]guanidine dihydrochloride). RXN SMILES: [ClH:1].Cl.[OH:3][NH:4][C:5]([NH:17][CH3:18])=[N:6][CH2:7][CH2:8][S:9][CH2:10][C:11]1[NH:15][CH:14]=[N:13][C:12]=1[CH3:16].[CH2:19](ON)[C:20]1[CH:25]=[CH:24][CH:23]=[CH:22][CH:21]=1.Cl.Cl.Cl.ON(CCSCC1NC=NC=1C)C(N)=NCCSCC1NC=NC=1C>>[ClH:1].[ClH:1].[CH3:18][NH:17][C:5]([NH:4][O:3][CH2:19][C:20]1[CH:25]=[CH:24][CH:23]=[CH:22][CH:21]=1)=[N:6][CH2:7][CH2:8][S:9][CH2:10][C:11]1[NH:15][CH:14]=[N:13][C:12]=1[CH3:16] |f:0.1.2,4.5.6.7,8.9.10|. Reported procedure: Reaction of the isothiourea dihydrochloride of Example 1 (i) with benzyloxyamine by the procedure of Example 1 (ii) gave the title product. Starting materials: BrC1=C(N)C=CC(=C1)CC1CCCC1 (2-bromo-4-(cyclopentylmethyl)aniline), [N+](=O)([O-])C=1C=C(C=CC1)B(O)O (3-nitrobenzene boronic acid). The product is [N+](=O)([O-])C=1C=C(C=CC1)C1=C(N)C=CC(=C1)CC1CCCC1 (2-(3-nitrophenyl)-4-(cyclopentylmethyl)aniline). As a reaction SMILES: Br[C:2]1[CH:8]=[C:7]([CH2:9][CH:10]2[CH2:14][CH2:13][CH2:12][CH2:11]2)[CH:6]=[CH:5][C:3]=1[NH2:4].[N+:15]([C:18]1[CH:19]=[C:20](B(O)O)[CH:21]=[CH:22][CH:23]=1)([O-:17])=[O:16]>>[N+:15]([C:18]1[CH:23]=[C:22]([C:2]2[CH:8]=[C:7]([CH2:9][CH:10]3[CH2:14][CH2:13][CH2:12][CH2:11]3)[CH:6]=[CH:5][C:3]=2[NH2:4])[CH:21]=[CH:20][CH:19]=1)([O-:17])=[O:16]. Procedure: 2-bromo-4-(cyclopentylmethyl)aniline and 3-nitrobenzene boronic acid can be combined to form 2-(3-nitrophenyl)-4-(cyclopentylmethyl)aniline.